This data is from the Open Reaction Database (ORD), a public repository of structured organic reaction records. The task is: describe an organic reaction: reactants, conditions, products, and yield The reactants are CCOC(=O)CCBr, O=C([O-])[O-], CN(C)C=O, [K+], [K+], O, c1ccc2c(c1)COc1ccccc1C2=C1CCNCC1. Yields the product CCOC(=O)CCN1CCC(=C2c3ccccc3COc3ccccc32)CC1. As a reaction SMILES: [Br:22][CH2:23][CH2:24][C:25](=[O:26])[O:27][CH2:28][CH3:29].[C:30](=[O:31])([O-:32])[O-:33].[CH3:36][N:37]([CH3:38])[CH:39]=[O:40].[K+:34].[K+:35].[OH2:41].[cH:1]1[cH:2][cH:3][cH:4][c:5]2[c:11]1[C:10](=[C:12]1[CH2:13][CH2:14][NH:15][CH2:16][CH2:17]1)[c:9]1[c:8]([cH:21][cH:20][cH:19][cH:18]1)[CH2:7][O:6]2>>[cH:1]1[cH:2][cH:3][cH:4][c:5]2[c:11]1[C:10](=[C:12]1[CH2:13][CH2:14][N:15]([CH2:23][CH2:24][C:25](=[O:26])[O:27][CH2:28][CH3:29])[CH2:16][CH2:17]1)[c:9]1[c:8]([cH:21][cH:20][cH:19][cH:18]1)[CH2:7][O:6]2. The reactants are COC(CC1=CC=C(C=C1)OCC1=CC=CC=C1)=O ((4-benzyloxy-phenyl)-acetic acid methyl ester), C[Si](C(F)(F)F)(C)C (trimethyl-trifluoromethyl-silane), [F-].[Cs+] (cesium fluoride), Cl (Hydrochloride), ester. Run in C1CCOC1 (THF). Run at time 2 hour. Product: C(C1=CC=CC=C1)OC1=CC=C(C=C1)CC(C(F)(F)F)=O (3-(4-benzyloxy-phenyl)-1,1,1-trifluoro-propan-2-one). RXN SMILES: CO[C:3](=[O:19])[CH2:4][C:5]1[CH:10]=[CH:9][C:8]([O:11][CH2:12][C:13]2[CH:18]=[CH:17][CH:16]=[CH:15][CH:14]=2)=[CH:7][CH:6]=1.C[Si](C)(C)[C:22]([F:25])([F:24])[F:23].[F-].[Cs+].Cl>C1COCC1>[CH2:12]([O:11][C:8]1[CH:7]=[CH:6][C:5]([CH2:4][C:3](=[O:19])[C:22]([F:25])([F:24])[F:23])=[CH:10][CH:9]=1)[C:13]1[CH:14]=[CH:15][CH:16]=[CH:17][CH:18]=1 |f:2.3|. Procedure details: A mixture of (4-benzyloxy-phenyl)-acetic acid methyl ester (11.7 mmol, 3.0 g), trimethyl-trifluoromethyl-silane and cesium fluoride in THF may be stirred at room temperature for 2 h. Hydrochloride may be added upon consumption of ester as indicated by TLC. The mixture may be stirred further at room temperature until the intermediate disappears as indicated by TLC to provide 3-(4-benzyloxy-phenyl)-1,1,1-trifluoro-propan-2-one. Reactants: FC1=C(C=C(C=C1)Br)OC1=CC=CC=C1 (4-fluoro-3-phenoxyphenyl bromide), [Mg] (magnesium), C(C)(=O)OCC(=CC1(CC1)C1=C(C=C(C=C1)F)F)F (1-(3-Acetoxy-2-fluoroprop-1-enyl)-1-(2,4-difluorophenyl)cyclopropane), O1CCCC1 (tetrahydrofuran), Grignard reagent. Yields the product C1OC=2C=C(C=CC2O1)C1CC1 (1-(3,4-methylenedioxyphenyl)-cyclopropane). The yield is 28.0%. Reaction SMILES: FC1C=CC(Br)=C[C:3]=1[O:9][C:10]1[CH:15]=[CH:14][CH:13]=[CH:12][CH:11]=1.[Mg].C(OCC(F)=C[C:24]1(C2C=CC(F)=CC=2F)[CH2:26][CH2:25]1)(=O)C.[O:36]1CCCC1>>[CH2:3]1[O:9][C:10]2[CH:11]=[CH:12][C:13]([CH:24]3[CH2:26][CH2:25]3)=[CH:14][C:15]=2[O:36]1. Reported procedure: The method of Example 25 was repeated using a Grignard reagent, prepared from 4-fluoro-3-phenoxyphenyl bromide (0.31 g), tetrahydrofuran (2 ml) and magnesium (22 mg) and 1-(3-acetoxy-2-fluoroprop-1-enyl)-1-(2,4-difluorophenyl)cyclopropane (Example 23) (0.11 g). The residue after evaporation was purified by preparative thin layer chromatography (solvent: diethyl ether/hexane; 1:9) and then preparative high performance liquid chromatography (column: C18; solvent: methanol; flow rate: 8 ml/min) to ... Reactants: BrCC(=O)C1=CC=C(C=C1)Cl (ω-bromo-p-chloroacetophenone), C(C)OC1=C(C(C=O)=CC=C1)O (3-ethoxysalicylaldehyde). The solvent is C(C)O (ethanol), O.[Na] (sodium hydrate). The product is C(C)OC1=CC=CC=2C=C(OC21)C(=O)C2=CC=C(C=C2)Cl ((7-ethoxybenzofuran-2-yl)(p-chlorophenyl)ketone). RXN SMILES: Br[CH2:2][C:3]([C:5]1[CH:10]=[CH:9][C:8]([Cl:11])=[CH:7][CH:6]=1)=[O:4].[CH2:12]([O:14][C:15]1[CH:22]=[CH:21][CH:20]=[C:17]([CH:18]=O)[C:16]=1[OH:23])[CH3:13]>C(O)C.O.[Na]>[CH2:12]([O:14][C:15]1[C:16]2[O:23][C:2]([C:3]([C:5]3[CH:10]=[CH:9][C:8]([Cl:11])=[CH:7][CH:6]=3)=[O:4])=[CH:18][C:17]=2[CH:20]=[CH:21][CH:22]=1)[CH3:13] |f:3.4,^1:27|. Reported procedure: 23.3 g of ω-bromo-p-chloroacetophenone are added to 17 g of 3-ethoxysalicylaldehyde in 800 ml of ethanol and 4 g of sodium hydrate. After heating the mixture for one hour under reflux, it is allowed to cool, the product which separates is filtered off, and is crystallised from ethanol: M.P. 108°-110° C. Starting materials: OC1(c2ccc(Cl)cc2)CCNCC1, C#CC(O)c1ccc(F)cc1, C1COCCO1, O, O, O, O, O, O, O=S(=O)(O)O. Product: OC(C#CCN1CCC(O)(c2ccc(Cl)cc2)CC1)c1ccc(F)cc1. As a reaction SMILES: [Cl:1][c:2]1[cH:3][cH:4][c:5]([C:8]2([OH:14])[CH2:9][CH2:10][NH:11][CH2:12][CH2:13]2)[cH:6][cH:7]1.[F:15][c:16]1[cH:17][cH:18][c:19]([CH:22]([C:23]#[CH:24])[OH:25])[cH:20][cH:21]1.[O:36]1[CH2:37][CH2:41][O:40][CH2:39][CH2:38]1.[OH2:26].[OH2:27].[OH2:28].[OH2:29].[OH2:30].[OH2:42].[S:31]([OH:32])([OH:33])(=[O:34])=[O:35]>>[Cl:1][c:2]1[cH:3][cH:4][c:5]([C:8]2([OH:14])[CH2:9][CH2:10][N:11]([CH2:37][C:24]#[C:23][CH:22]([c:19]3[cH:18][cH:17][c:16]([F:15])[cH:21][cH:20]3)[OH:25])[CH2:12][CH2:13]2)[cH:6][cH:7]1. The reactants are C1(CC1)C(=N)N (cyclopropanecarboxamidine), C(C1=CC=CC=C1)=C(C#N)C#N (2-benzylidene-malononitrile). Product: NCC=1C(=NC(=NC1C1=CC=CC=C1)C1CC1)N (5-Aminomethyl-2-cyclopropyl-6-phenyl-pyrimidin-4-ylamine). Reaction SMILES: [CH:1]1([C:4]([NH2:6])=[NH:5])[CH2:3][CH2:2]1.[CH:7](=[C:14]([C:17]#[N:18])[C:15]#[N:16])[C:8]1[CH:13]=[CH:12][CH:11]=[CH:10][CH:9]=1>>[NH2:18][CH2:17][C:14]1[C:15]([NH2:16])=[N:5][C:4]([CH:1]2[CH2:3][CH2:2]2)=[N:6][C:7]=1[C:8]1[CH:13]=[CH:12][CH:11]=[CH:10][CH:9]=1. Reported procedure: The title compound, MS: m/e=240.1 (M+), was prepared from cyclopropanecarboxamidine and 2-benzylidene-malononitrile in analogy to the process described in Example 11 as a solid. Starting materials: NCC(C1=CC=CC=C1)C1(CCCCC1)O (1-[α-(aminomethyl)benzyl]cyclohexanol), NCC(C1=CC=C(C=C1)OC)C1(CCCCC1)O (1-[2-amino-1(p-methoxyphenyl)ethyl]cyclohexanol), Cl.C1(CCCCC1)O (cyclohexanol hydrochloride). The product is COC1=CC=C(C=C1)C(CNC)C1(CCCCC1)O (1-[1-(4-methoxyphenyl)-2-(methylamino)ethyl]cyclohexanol). As a reaction SMILES: N[CH2:2]C(C1(O)CCCCC1)C1C=CC=CC=1.[NH2:17][CH2:18][CH:19]([C:28]1([OH:34])[CH2:33][CH2:32][CH2:31][CH2:30][CH2:29]1)[C:20]1[CH:25]=[CH:24][C:23]([O:26][CH3:27])=[CH:22][CH:21]=1.Cl.C1(O)CCCCC1>>[CH3:27][O:26][C:23]1[CH:22]=[CH:21][C:20]([CH:19]([C:28]2([OH:34])[CH2:33][CH2:32][CH2:31][CH2:30][CH2:29]2)[CH2:18][NH:17][CH3:2])=[CH:25][CH:24]=1 |f:2.3|. Procedure: By replacing 1-[α-(aminomethyl)benzyl]cyclohexanol with a molar equivalent amount of 1-[2-amino-1(p-methoxyphenyl)ethyl]cyclohexanol in Example 7, 1-[1-(4-methoxyphenyl)-2-methylamino)-ethyl]cyclohexanol hydrochloride (m.p. 164°-166° C.) was obtained. The reactants are CN(CC(=O)O[C@H](CN1N(C(C(=C1C)C(NC1=CC(=C(C=C1)OC1=CC=NC2=CC(=CC=C12)OC)F)=O)=O)C1=CC=CC=C1)C)C ((S)-1-(4-(4-(7-methoxyquinolin-4-yloxy)-3-fluoro-phenylcarbamoyl)-2,3-dihydro-5-methyl-3-oxo-2-phenylpyrazol-1-yl)propan-2-yl 2-(dimet-hylamino)acetate), CS(=O)(=O)O (methanesulfonic acid). Product: CS(=O)(=O)O.CN(CC(=O)O[C@H](CN1N(C(C(=C1C)C(NC1=CC(=C(C=C1)OC1=CC=NC2=CC(=CC=C12)OC)F)=O)=O)C1=CC=CC=C1)C)C ((S)-1-(4-(3-fluoro-4-(7-methoxyquinolin-4-yloxy)phenylcarbamoyl)-5-methyl-3-oxo-2-phenyl-2,3-dihydropyrazol-1-yl)propan-2-yl 2-(dimethylamino)acetate methanesulfonate), solid. Isolated yield 73.0%. As a reaction SMILES: [CH3:1][N:2]([CH3:46])[CH2:3][C:4]([O:6][C@@H:7]([CH3:45])[CH2:8][N:9]1[C:13]([CH3:14])=[C:12]([C:15](=[O:37])[NH:16][C:17]2[CH:22]=[CH:21][C:20]([O:23][C:24]3[C:33]4[C:28](=[CH:29][C:30]([O:34][CH3:35])=[CH:31][CH:32]=4)[N:27]=[CH:26][CH:25]=3)=[C:19]([F:36])[CH:18]=2)[C:11](=[O:38])[N:10]1[C:39]1[CH:44]=[CH:43][CH:42]=[CH:41][CH:40]=1)=[O:5].[CH3:47][S:48]([OH:51])(=[O:50])=[O:49]>>[CH3:47][S:48]([OH:51])(=[O:50])=[O:49].[CH3:46][N:2]([CH3:1])[CH2:3][C:4]([O:6][C@@H:7]([CH3:45])[CH2:8][N:9]1[C:13]([CH3:14])=[C:12]([C:15](=[O:37])[NH:16][C:17]2[CH:22]=[CH:21][C:20]([O:23][C:24]3[C:33]4[C:28](=[CH:29][C:30]([O:34][CH3:35])=[CH:31][CH:32]=4)[N:27]=[CH:26][CH:25]=3)=[C:19]([F:36])[CH:18]=2)[C:11](=[O:38])[N:10]1[C:39]1[CH:40]=[CH:41][CH:42]=[CH:43][CH:44]=1)=[O:5] |f:2.3|. Procedure details: The title compound was prepared according to the procedure described in Example 35 step 2 by using the compound of (S)-1-(4-(4-(7-methoxyquinolin-4-yloxy)-3-fluoro-phenylcarbamoyl)-2,3-dihydro-5-methyl-3-oxo-2-phenylpyrazol-1-yl)propan-2-yl 2-(dimet-hylamino)acetate (63.1 mg, 0.1 mmol) and methanesulfonic acid (15.5 mg, 0.16 mmol, Shanghai RichJoint Chemical Reagents CO., Ltd). The title compound was obtained as a yellow solid (60.3 mg, 73%). Starting materials: Cl.N[C@@H](CCCCN)C(=O)O (lysine hydrochloride), Cl (hydrochloric acid), C(O)([O-])=O.[K+] (Potassium hydrogencarbonate), [Cl-].[Na+] (sodium chloride), C(C(=C)C)(=O)Cl (methacryloyl chloride). Run in CC(=O)C (acetone), O (water). The product is C(C(=C)C)(=O)N.N[C@@H](CCCCN)C(=O)O (Lysine-methacrylamide). Reaction SMILES: C(=O)([O-])O.[K+].Cl.[NH2:7][C@H:8]([C:14]([OH:16])=[O:15])[CH2:9][CH2:10][CH2:11][CH2:12][NH2:13].[C:17](Cl)(=[O:21])[C:18]([CH3:20])=[CH2:19].Cl.[Cl-].[Na+]>O.CC(C)=O>[C:17]([NH2:7])(=[O:21])[C:18]([CH3:20])=[CH2:19].[NH2:7][C@H:8]([C:14]([OH:16])=[O:15])[CH2:9][CH2:10][CH2:11][CH2:12][NH2:13] |f:0.1,2.3,6.7,10.11|. Reported procedure: Potassium hydrogencarbonate(5.51 g) was dissolved in 100 ml of distilled water, 9.13 g of lysine hydrochloride was dissolved in the solution, and 80 ml of acetone was further added to the solution. The reaction mixture was added dropwise with 5.23 g of methacryloyl chloride over about 10 minutes with vigorous stirring under ice cooling, and further vigorously stirred for about 2 hours. The reaction mixture was adjusted to pH 1-2 with concentrated hydrochloric acid, and saturated with sodium chlo... The reactants are C([O-])(O)=O.[Na+] (sodium bicarbonate), P(=O)(Cl)(Cl)Cl (Phosphoryl chloride), C(=O)NC=1C=C(OC2=C(C=CC=C2)/C(/C(=O)OC)=C\OC)C=CC1 ((E)-methyl 2-[2-(3-formamidophenoxy)phenyl]-3-methoxypropenoate), O (water). Solvent: CO (methanol). Conditions: time 20 minute. Yields the product NC=1C=C(OC2=C(C=CC=C2)/C(/C(=O)OC)=C\OC)C=CC1 ((E)-methyl 2-[2-(3-aminophenoxy)phenyl]-3-methoxypropenoate). The yield is 68.6%. As a reaction SMILES: P(Cl)(Cl)(Cl)=O.C([NH:8][C:9]1[CH:10]=[C:11]([CH:27]=[CH:28][CH:29]=1)[O:12][C:13]1[CH:18]=[CH:17][CH:16]=[CH:15][C:14]=1/[C:19](=[CH:24]\[O:25][CH3:26])/[C:20]([O:22][CH3:23])=[O:21])=O.O.C(=O)(O)[O-].[Na+]>CO>[NH2:8][C:9]1[CH:10]=[C:11]([CH:27]=[CH:28][CH:29]=1)[O:12][C:13]1[CH:18]=[CH:17][CH:16]=[CH:15][C:14]=1/[C:19](=[CH:24]\[O:25][CH3:26])/[C:20]([O:22][CH3:23])=[O:21] |f:3.4|. Reported procedure: Phosphoryl chloride (7.8 ml) was added dropwise to a stirred solution of (E)-methyl 2-[2-(3-formamidophenoxy)phenyl]-3-methoxypropenoate (13.67 g) in methanol (100 ml), the temperature during the addition being kept below 50° C. with the aid of a cooling bath. After stirring for 20 minutes, the reaction mixture was poured into water (500 ml), neutralized with sodium bicarbonate and extracted with ether. The extracts were dried and concentrated to give a yellow oil which was chromatographed using...